From a dataset of the Open Reaction Database (ORD), a public repository of structured organic reaction records. describe an organic reaction: reactants, conditions, products, and yield Starting materials: CN(C)c1ccncc1, CC1=CC2C(C(C)C)CCC(C)C2(O)C(OC(=O)C2CC3(O)c4cccc(Cl)c4N(C)OC3N2)C1O, C#CCOC(=O)Cl, ClCCl. Product: C#CCOC(=O)OC1C(C)=CC2C(C(C)C)CCC(C)C2(O)C1OC(=O)C1CC2(O)c3cccc(Cl)c3N(C)OC2N1. Reaction SMILES: [CH3:44][N:45]([CH3:46])[c:47]1[cH:48][cH:49][n:50][cH:51][cH:52]1.[Cl:1][c:2]1[cH:3][cH:4][cH:5][c:6]2[c:11]1[N:10]([CH3:12])[O:9][CH:8]1[C:7]2([OH:36])[CH2:15][CH:14]([C:16](=[O:17])[O:18][CH:19]2[CH:20]([OH:35])[C:21]([CH3:34])=[CH:22][CH:23]3[CH:24]([CH:31]([CH3:32])[CH3:33])[CH2:25][CH2:26][CH:27]([CH3:30])[C:28]23[OH:29])[NH:13]1.[Cl:37][C:38](=[O:39])[O:40][CH2:41][C:42]#[CH:43].[Cl:53][CH2:54][Cl:55]>>[Cl:1][c:2]1[cH:3][cH:4][cH:5][c:6]2[c:11]1[N:10]([CH3:12])[O:9][CH:8]1[C:7]2([OH:36])[CH2:15][CH:14]([C:16](=[O:17])[O:18][CH:19]2[CH:20]([O:35][C:38](=[O:39])[O:40][CH2:41][C:42]#[CH:43])[C:21]([CH3:34])=[CH:22][CH:23]3[CH:24]([CH:31]([CH3:32])[CH3:33])[CH2:25][CH2:26][CH:27]([CH3:30])[C:28]23[OH:29])[NH:13]1.